This data is from the Open Reaction Database (ORD), a public repository of structured organic reaction records. The task is: describe an organic reaction: reactants, conditions, products, and yield The reactants are CCCCCCCCCCCCc1ccccc1S(=O)(=O)O, CC(C)O, O=[Ca], O. Product: CCCCCCCCCCCCc1ccccc1S(=O)(=O)O, [Ca]. Reaction SMILES: [CH2:4]([CH2:5][CH2:6][CH2:7][CH2:8][CH2:9][CH2:10][CH2:11][CH2:12][CH2:13][CH2:14][CH3:15])[c:16]1[c:17]([S:22](=[O:23])(=[O:24])[OH:25])[cH:18][cH:19][cH:20][cH:21]1.[CH:26]([OH:27])([CH3:28])[CH3:29].[O:2]=[Ca:3].[OH2:1]>>[CH2:4]([CH2:5][CH2:6][CH2:7][CH2:8][CH2:9][CH2:10][CH2:11][CH2:12][CH2:13][CH2:14][CH3:15])[c:16]1[c:17]([S:22](=[O:23])(=[O:24])[OH:25])[cH:18][cH:19][cH:20][cH:21]1.[Ca:3]. As a reaction SMILES: [CH2:1]([O:2][C:3](=[O:4])[NH:11][CH:12]([CH:13]([CH2:14][NH:15][C:16]([CH:17]1[N:18]([C:22]([CH3:23])([CH3:24])[CH3:25])[CH2:19][CH2:20][CH2:21]1)=[O:26])[OH:27])[CH2:28][c:29]1[cH:30][cH:31][cH:32][cH:33][cH:34]1)[c:5]1[cH:6][cH:7][cH:8][cH:9][cH:10]1.[CH3:35][CH2:36][OH:37]>>[NH2:11][CH:12]([CH:13]([CH2:14][NH:15][C:16]([CH:17]1[N:18]([C:22]([CH3:23])([CH3:24])[CH3:25])[CH2:19][CH2:20][CH2:21]1)=[O:26])[OH:27])[CH2:28][c:29]1[cH:30][cH:31][cH:32][cH:33][cH:34]1. The product is CC(C)(C)N1CCCC1C(=O)NCC(O)C(N)Cc1ccccc1. The reactants are CC(C)(C)N1CCCC1C(=O)NCC(O)C(Cc1ccccc1)NC(=O)OCc1ccccc1, CCO. Reactants: C(C)(C)(C)C1CCC(CC1)OC=1C=C2C(=CC(=NC2=CC1)C)C(F)(F)F (6-(4-tert-Butyl-cyclohexyloxy)-2-methyl-4-trifluoromethyl-quinoline), hexanes ethyl acetate, product, C(C)(C)(C)OOC(C)(C)C (Di-tert-butyl peroxide), [Se](=O)=O (Selenium dioxide). Conditions: temperature 50 celsius, time 30 minute. Reported procedure: Di-tert-butyl peroxide (0.186 mL, 1.01 mmol) was added to a suspension of Selenium dioxide (0.252 g, 2.27 mmol) in 1,4-Dioxane (6.0 mL). The mixture was stirred for 30 minutes, then 6-(4-tert-Butyl-cyclohexyloxy)-2-methyl-4-trifluoromethyl-quinoline (0.366 g, 1.00 mmol) was added as a solution in 1,4-Dioxane (2.0 mL). The mixture was sealed and was heated at 50° C. for 20 h. The reaction was filtered through Celite and washed with dioxane. The solvent was evaporated and the residue was purified ... Reaction SMILES: C([O:5]OC(C)(C)C)(C)(C)C.[Se](=O)=O.[C:14]([CH:18]1[CH2:23][CH2:22][CH:21]([O:24][C:25]2[CH:26]=[C:27]3[C:32](=[CH:33][CH:34]=2)[N:31]=[C:30]([CH3:35])[CH:29]=[C:28]3[C:36]([F:39])([F:38])[F:37])[CH2:20][CH2:19]1)([CH3:17])([CH3:16])[CH3:15]>O1CCOCC1>[C:14]([C@H:18]1[CH2:23][CH2:22][C@H:21]([O:24][C:25]2[CH:26]=[C:27]3[C:32](=[CH:33][CH:34]=2)[N:31]=[C:30]([CH:35]=[O:5])[CH:29]=[C:28]3[C:36]([F:39])([F:37])[F:38])[CH2:20][CH2:19]1)([CH3:17])([CH3:15])[CH3:16]. Solvent: O1CCOCC1 (1,4-Dioxane), O1CCOCC1 (1,4-Dioxane). Yields the product C(C)(C)(C)[C@@H]1CC[C@H](CC1)OC=1C=C2C(=CC(=NC2=CC1)C=O)C(F)(F)F (6-(trans-4-tert-Butyl-cyclohexyloxy)-4-trifluoromethyl-quinoline-2-carbaldehyde). The reactants are C([O-])(O)=O.[Na+] (sodium bicarbonate), N1=C(Cl)N=C(Cl)N=C1Cl (cyanuric chloride), Cl.C(C(=C)C)(=O)OCCN (2-aminoethyl methacrylate hydrochloride). Run in CC(=O)C (acetone), O (water), O (water). Product: C(C(=C)C)(=O)OCCNC1=NC(=NC(=N1)Cl)Cl (2-(2-Methacryloyloxyethylamino)-4,6-dichloro-s-triazine). As a reaction SMILES: Cl.[C:2]([O:7][CH2:8][CH2:9][NH2:10])(=[O:6])[C:3]([CH3:5])=[CH2:4].[N:11]1[C:18]([Cl:19])=[N:17][C:15](Cl)=[N:14][C:12]=1[Cl:13].C(=O)(O)[O-].[Na+]>O.CC(C)=O>[C:2]([O:7][CH2:8][CH2:9][NH:10][C:15]1[N:17]=[C:18]([Cl:19])[N:11]=[C:12]([Cl:13])[N:14]=1)(=[O:6])[C:3]([CH3:5])=[CH2:4] |f:0.1,3.4|. Procedure details: To 194 g of 33% 2-aminoethyl methacrylate hydrochloride solution in water being stirred at 0°-5° C. was added 1 l of additional water followed by dropwise addition of a solution of 74 g (0.4 mole) of cyanuric chloride in 400 ml of acetone. To this mixture was added 67.2 g (0.8 mole) of sodium bicarbonate in portions over a 1 hr. period. The mixture was then stirred for an additional hour at room temperature. The reaction was again cooled to 0°-5° C. and the product was collected by filtration an... Starting materials: Intermediate 216, FC(C(=O)O)(F)F.C1(CC1)CCOC=1NC(=C2N=C(N=C2N1)OC)N (2-[(2-cyclopropylethyl)oxy]-8-(methyloxy)-1H-purin-6-amine trifluoroacetate), BrCCCC1OCCCC1 (2-(3-bromopropyl)tetrahydro-2H-pyran). Product: C1(CC1)CCOC1=NC(=C2N=C(N(C2=N1)CCCC1OCCCC1)OC)N (2-[(2-Cyclopropylethyl)oxy]-8-(methyloxy)-9-[3-(tetrahydro-2H-Pyran-2-yl)propyl]-9H-purin-6-amine). As a reaction SMILES: FC(F)(F)C(O)=O.[CH:8]1([CH2:11][CH2:12][O:13][C:14]2[NH:15][C:16]([NH2:25])=[C:17]3[C:21]([N:22]=2)=[N:20][C:19]([O:23][CH3:24])=[N:18]3)[CH2:10][CH2:9]1.Br[CH2:27][CH2:28][CH2:29][CH:30]1[CH2:35][CH2:34][CH2:33][CH2:32][O:31]1>>[CH:8]1([CH2:11][CH2:12][O:13][C:14]2[N:22]=[C:21]3[C:17]([N:18]=[C:19]([O:23][CH3:24])[N:20]3[CH2:27][CH2:28][CH2:29][CH:30]3[CH2:35][CH2:34][CH2:33][CH2:32][O:31]3)=[C:16]([NH2:25])[N:15]=2)[CH2:10][CH2:9]1 |f:0.1|. Reported procedure: Prepared similarly to Intermediate 216 from 2-[(2-cyclopropylethyl)oxy]-8-(methyloxy)-1H-purin-6-amine trifluoroacetate and 2-(3-bromopropyl)tetrahydro-2H-pyran.